This data is from the Open Reaction Database (ORD), a public repository of structured organic reaction records. The task is: describe an organic reaction: reactants, conditions, products, and yield The reactants are C(CCC)C1=NC2=C(N1CC1=CC=C(C=C1)C=1C(=CC=CC1)C(=O)OC(C)(C)C)C=C(C=C2)C(=O)OCC (tert.butyl 4'-[(2-n-butyl-6-ethoxycarbonyl-benzimidazol-1-yl)-methyl]biphenyl-2-carboxylate), FC(C(=O)O)(F)F (trifluoroacetic acid). Product: C(CCC)C1=NC2=C(N1CC1=CC=C(C=C1)C=1C(=CC=CC1)C(=O)O)C=C(C=C2)C(=O)OCC (4'-[(2-n-Butyl-6-ethoxycarbonyl-benzimidazol-1-yl)-methyl]biphenyl-2-carboxylic acid). Reaction SMILES: [CH2:1]([C:5]1[N:9]([CH2:10][C:11]2[CH:16]=[CH:15][C:14]([C:17]3[C:18]([C:23]([O:25]C(C)(C)C)=[O:24])=[CH:19][CH:20]=[CH:21][CH:22]=3)=[CH:13][CH:12]=2)[C:8]2[CH:30]=[C:31]([C:34]([O:36][CH2:37][CH3:38])=[O:35])[CH:32]=[CH:33][C:7]=2[N:6]=1)[CH2:2][CH2:3][CH3:4].FC(F)(F)C(O)=O>>[CH2:1]([C:5]1[N:9]([CH2:10][C:11]2[CH:16]=[CH:15][C:14]([C:17]3[C:18]([C:23]([OH:25])=[O:24])=[CH:19][CH:20]=[CH:21][CH:22]=3)=[CH:13][CH:12]=2)[C:8]2[CH:30]=[C:31]([C:34]([O:36][CH2:37][CH3:38])=[O:35])[CH:32]=[CH:33][C:7]=2[N:6]=1)[CH2:2][CH2:3][CH3:4]. Procedure details: Prepared in analogous manner to Example 9 from tert.butyl 4'-[(2-n-butyl-6-ethoxycarbonyl-benzimidazol-1-yl)-methyl]biphenyl-2-carboxylate and trifluoroacetic acid. Reactants: [BH3-]C#N, C1CCOC1, CC(=O)O, Clc1ccc(-c2ccc(C#Cc3ccc4c(c3)CCC(CN3CCCC3)N4)nc2)cc1, Cc1ccccc1S(=O)(=O)O. The product is CN1c2ccc(C#Cc3ccc(-c4ccc(Cl)cc4)cn3)cc2CCC1CN1CCCC1. Reaction SMILES: [C:36]([BH3-:37])#[N:38].[CH2:50]1[O:51][CH2:52][CH2:53][CH2:54]1.[CH3:32][C:33](=[O:34])[OH:35].[Cl:1][c:2]1[cH:3][cH:4][c:5](-[c:8]2[cH:9][cH:10][c:11]([C:14]#[C:15][c:16]3[cH:17][c:18]4[c:23]([cH:24][cH:25]3)[NH:22][CH:21]([CH2:26][N:27]3[CH2:28][CH2:29][CH2:30][CH2:31]3)[CH2:20][CH2:19]4)[n:12][cH:13]2)[cH:6][cH:7]1.[c:39]1([CH3:40])[c:41]([S:42]([OH:43])(=[O:44])=[O:45])[cH:46][cH:47][cH:48][cH:49]1>>[Cl:1][c:2]1[cH:3][cH:4][c:5](-[c:8]2[cH:9][cH:10][c:11]([C:14]#[C:15][c:16]3[cH:17][c:18]4[c:23]([cH:24][cH:25]3)[N:22]([CH3:32])[CH:21]([CH2:26][N:27]3[CH2:28][CH2:29][CH2:30][CH2:31]3)[CH2:20][CH2:19]4)[n:12][cH:13]2)[cH:6][cH:7]1. Starting materials: C(C)(C)(C)OC(=O)N1C(=CC2=C(C=C(C=C12)Br)CO)OC(=O)OC(C)(C)C (6-Bromo-2-tert-butoxycarbonyloxy-4-hydroxymethyl-indole-1-carboxylic acid tert-butyl ester), N(=NC(=O)OC(C)C)C(=O)OC(C)C (diisopropyl azodicarboxylate), C(C)OC(CC(CCC)N1C(NC2=C1C=CC=C2)=O)=O (3-(2-Oxo-2,3-dihydro-benzoimidazol-1-yl)-hexanoic acid ethyl ester), C1(=CC=CC=C1)P(C1=CC=CC=C1)C1=CC=CC=C1 (triphenyl phosphine). The solvent is O1CCCC1 (tetrahydrofuran). Run at temperature 0 celsius. Yields the product C(C)(C)(C)OC(=O)N1C(=CC2=C(C=C(C=C12)Br)CN1C(N(C2=C1C=CC=C2)C(CCC)CC(=O)OC)=O)OC(=O)OC(C)(C)C (6-Bromo-2-tert-butoxycarbonyloxy-4-[3-(1-methoxycarbonylmethyl-butyl)-2-oxo-2,3-dihydro-benzoimidazol-1-ylmethyl]-indole-1-carboxylic acid tert-butyl ester). The yield is 56.0%. RXN SMILES: [C:1]([O:5][C:6]([N:8]1[C:16]2[C:11](=[C:12]([CH2:18]O)[CH:13]=[C:14]([Br:17])[CH:15]=2)[CH:10]=[C:9]1[O:20][C:21]([O:23][C:24]([CH3:27])([CH3:26])[CH3:25])=[O:22])=[O:7])([CH3:4])([CH3:3])[CH3:2].[CH2:28]([O:30][C:31](=[O:47])[CH2:32][CH:33]([N:37]1[C:41]2[CH:42]=[CH:43][CH:44]=[CH:45][C:40]=2[NH:39][C:38]1=[O:46])[CH2:34][CH2:35][CH3:36])C.C1(P(C2C=CC=CC=2)C2C=CC=CC=2)C=CC=CC=1.N(C(OC(C)C)=O)=NC(OC(C)C)=O>O1CCCC1>[C:1]([O:5][C:6]([N:8]1[C:16]2[C:11](=[C:12]([CH2:18][N:39]3[C:40]4[CH:45]=[CH:44][CH:43]=[CH:42][C:41]=4[N:37]([CH:33]([CH2:32][C:31]([O:30][CH3:28])=[O:47])[CH2:34][CH2:35][CH3:36])[C:38]3=[O:46])[CH:13]=[C:14]([Br:17])[CH:15]=2)[CH:10]=[C:9]1[O:20][C:21]([O:23][C:24]([CH3:27])([CH3:26])[CH3:25])=[O:22])=[O:7])([CH3:3])([CH3:4])[CH3:2]. Reported procedure: 6-Bromo-2-tert-butoxycarbonyloxy-4-hydroxymethyl-indole-1-carboxylic acid tert-butyl ester (220 mg, 0.50 mmol) is and 3-(2-Oxo-2,3-dihydro-benzoimidazol-1-yl)-hexanoic acid ethyl ester (151 mg, 0.55 mmol) is taken up in 5 mL of tetrahydrofuran and then triphenyl phosphine is added (157 mg, 0.6 mmol). The reaction is stirred at 0° C. and diisopropyl azodicarboxylate (116 □L, 0.6 mmol) is added drop wise to the reaction. The reaction is stirred at room temperature for 4 hours and then the solvent ... Reactants: COc1ccc(P2(=S)SP(=S)(c3ccc(OC)cc3)S2)cc1, Cc1ccccc1, COC(=O)COc1cccc2c1CCCC2O. Yields the product COC(=O)COc1cccc2c1CCCC2S. RXN SMILES: [CH3:18][O:19][c:20]1[cH:21][cH:22][c:23]([P:24]2(=[S:27])[S:25][P:26]([c:28]3[cH:29][cH:30][c:31]([O:32][CH3:33])[cH:34][cH:35]3)(=[S:36])[S:37]2)[cH:38][cH:39]1.[CH3:40][c:41]1[cH:42][cH:43][cH:44][cH:45][cH:46]1.[OH:1][CH:2]1[CH2:3][CH2:4][CH2:5][c:6]2[c:7]([O:12][CH2:13][C:14](=[O:15])[O:16][CH3:17])[cH:8][cH:9][cH:10][c:11]21>>[CH:2]1([SH:27])[CH2:3][CH2:4][CH2:5][c:6]2[c:7]([O:12][CH2:13][C:14](=[O:15])[O:16][CH3:17])[cH:8][cH:9][cH:10][c:11]21. Starting materials: CN(C)C=O, CCOC(C)=O, N#Cc1ccc2nc(Cl)nc(NCc3ccc4c(c3)OCO4)c2c1, O, OC1CCNCC1. Product: N#Cc1ccc2nc(N3CCC(O)CC3)nc(NCc3ccc4c(c3)OCO4)c2c1. RXN SMILES: [CH3:32][N:33]([CH3:34])[CH:35]=[O:36].[CH3:38][CH2:39][O:40][C:41](=[O:42])[CH3:43].[Cl:1][c:2]1[n:3][c:4]2[cH:5][cH:6][c:7]([C:23]#[N:24])[cH:8][c:9]2[c:10]([NH:12][CH2:13][c:14]2[cH:15][c:16]3[c:17]([cH:18][cH:19]2)[O:20][CH2:21][O:22]3)[n:11]1.[OH2:37].[OH:25][CH:26]1[CH2:27][CH2:28][NH:29][CH2:30][CH2:31]1>>[c:2]1([N:29]2[CH2:28][CH2:27][CH:26]([OH:25])[CH2:31][CH2:30]2)[n:3][c:4]2[cH:5][cH:6][c:7]([C:23]#[N:24])[cH:8][c:9]2[c:10]([NH:12][CH2:13][c:14]2[cH:15][c:16]3[c:17]([cH:18][cH:19]2)[O:20][CH2:21][O:22]3)[n:11]1. Starting materials: C[Al](C)C, COC(=O)c1cccc(C2OCC(SC(C)C(O)(Cn3cncn3)c3ccc(F)cc3F)CO2)c1, N#Cc1ccc(N)cc1. Product: CC(SC1COC(c2cccc(C(=O)Nc3ccc(C#N)cc3)c2)OC1)C(O)(Cn1cncn1)c1ccc(F)cc1F. As a reaction SMILES: [CH3:10][Al:11]([CH3:12])[CH3:13].[F:14][c:15]1[c:16]([C:22]([CH:23]([CH3:24])[S:25][CH:26]2[CH2:27][O:28][CH:29]([c:32]3[cH:33][c:34]([C:35](=[O:36])[O:37][CH3:38])[cH:39][cH:40][cH:41]3)[O:30][CH2:31]2)([CH2:42][n:43]2[n:44][cH:45][n:46][cH:47]2)[OH:48])[cH:17][cH:18][c:19]([F:21])[cH:20]1.[NH2:1][c:2]1[cH:3][cH:4][c:5]([C:6]#[N:7])[cH:8][cH:9]1>>[NH:1]([c:2]1[cH:3][cH:4][c:5]([C:6]#[N:7])[cH:8][cH:9]1)[C:35]([c:34]1[cH:33][c:32]([CH:29]2[O:28][CH2:27][CH:26]([S:25][CH:23]([C:22]([c:16]3[c:15]([F:14])[cH:20][c:19]([F:21])[cH:18][cH:17]3)([CH2:42][n:43]3[n:44][cH:45][n:46][cH:47]3)[OH:48])[CH3:24])[CH2:31][O:30]2)[cH:41][cH:40][cH:39]1)=[O:36]. Starting materials: C(=O)NC1=CC=CC=C1 (formanilide), II (iodine), C([O-])([O-])=O.[K+].[K+] (potassium carbonate), BrC1=C(C=C(C=C1)OC)C (2-bromo-5-methoxytoluene), ( 101 ), [OH-].[K+] (potassium hydroxide). The reagents and catalysts are [Cu] (copper). Run in O (water), C1(=CC=CC=C1)C (toluene). Run at temperature 170 celsius. Product: CC1=C(C=CC(=C1)OC)NC2=CC=CC=C2 (4-methoxy-2-methyldiphenylamine). RXN SMILES: [CH:1]([NH:3][C:4]1[CH:9]=[CH:8][CH:7]=[CH:6][CH:5]=1)=O.Br[C:11]1[CH:16]=[CH:15][C:14]([O:17][CH3:18])=[CH:13][C:12]=1C.C(=O)([O-])[O-].[K+].[K+].II.[OH-].[K+]>[Cu].O.C1(C)C=CC=CC=1>[CH3:11][C:12]1[CH:13]=[C:14]([O:17][CH3:18])[CH:15]=[CH:16][C:1]=1[NH:3][C:4]1[CH:9]=[CH:8][CH:7]=[CH:6][CH:5]=1 |f:2.3.4,6.7|. Reported procedure: 12.1 g (0.1 mol) of formanilide, 22.1 g (0.11 mol) of 2-bromo-5-methoxytoluene of the formula (101), 13.8 g (0.1 mol) of anhydrous potassium carbonate, 2.0 g (0.0079 mol) of iodine and 1.6 g (0.025 mol) of copper powder are initially placed in a 100 ml sulfonating flask fitted with an anchor stirrer, thermometer, condenser and oil bath, and the mixture is stirred. It is heated to 170° C. and then stirred at 170° C. for 22 hours, to give a black melt. This melt is then cooled to 80° C., a little ... Reactants: [BH4-], O=C(n1ccnc1)n1ccnc1, O=C(O)c1cc2cc(C#Cc3ccc(-c4ccc(Cl)cc4)cn3)ccc2s1, [K+], [Na+], [Na+], [Na+], O=C([O-])[O-], CN(C)C=O, O, O=S(=O)([O-])O. Product: OCc1cc2cc(C#Cc3ccc(-c4ccc(Cl)cc4)cn3)ccc2s1. As a reaction SMILES: [BH4-:40].[C:1]([n:2]1[cH:3][cH:4][n:5][cH:6]1)([n:7]1[cH:8][cH:9][n:10][cH:11]1)=[O:12].[Cl:13][c:14]1[cH:15][cH:16][c:17](-[c:20]2[cH:21][cH:22][c:23]([C:26]#[C:27][c:28]3[cH:29][c:30]4[c:31]([s:32][c:33]([C:35](=[O:36])[OH:37])[cH:34]4)[cH:38][cH:39]3)[n:24][cH:25]2)[cH:18][cH:19]1.[K+:47].[Na+:41].[Na+:48].[Na+:49].[O-:50][C:51](=[O:52])[O-:53].[O:54]=[CH:55][N:56]([CH3:57])[CH3:58].[OH2:59].[S:42](=[O:43])(=[O:44])([OH:45])[O-:46]>>[Cl:13][c:14]1[cH:15][cH:16][c:17](-[c:20]2[cH:21][cH:22][c:23]([C:26]#[C:27][c:28]3[cH:29][c:30]4[c:31]([s:32][c:33]([CH2:35][OH:36])[cH:34]4)[cH:38][cH:39]3)[n:24][cH:25]2)[cH:18][cH:19]1. The reactants are C=C1OCCC1 (2-methylenetetrahydrofuran), reagent, O=CC(C)=C (methacrolein), C([O-])([O-])=O.[K+].[K+] (potassium carbonate). Conditions: temperature 75 celsius. Product: CC1=COC2(CCCO2)CC1 (8-Methyl-1,6-dioxaspiro[4.5]dec-7-ene). As a reaction SMILES: [CH2:1]=[C:2]1[CH2:6][CH2:5][CH2:4][O:3]1.[O:7]=[CH:8][C:9](=[CH2:11])[CH3:10].C(=O)([O-])[O-].[K+].[K+]>>[CH3:10][C:9]1[CH2:11][CH2:1][C:2]2([O:3][CH2:4][CH2:5][CH2:6]2)[O:7][CH:8]=1 |f:2.3.4|. Reported procedure: A stirred mixture of 20.0 g of 2-methylenetetrahydrofuran, 17.7 g of reagent grade methacrolein and 0.4 g of potassium carbonate was maintained at 75° C. under nigrogen atmosphere for 7 days. Distillation of the reaction mixture yielded 19.1 g of the desired product, b.p. 65°-66° C. (4 torr.). Reactants: [OH-].[Na+] (NaOH), C(=O)(O)C=1C=C(C=CC1)C=1C(=NC2=CC=C(C=C2N1)C(=O)OC)C1=CC=CC=C1 (methyl 3-(3-carboxyphenyl)-2-phenylquinoxaline-6-carboxylate). The solvent is O (water), CO (methanol). Conditions: temperature 50 celsius, time 8 hour. The product is C(=O)(O)C=1C=C(C=CC1)C=1C(=NC2=CC=C(C=C2N1)C(=O)O)C1=CC=CC=C1 (3-(3-carboxyphenyl)-2-phenylquinoxaline-6-carboxylic acid). Isolated yield 49.0%. RXN SMILES: [OH-].[Na+].[C:3]([C:6]1[CH:7]=[C:8]([C:12]2[C:13]([C:26]3[CH:31]=[CH:30][CH:29]=[CH:28][CH:27]=3)=[N:14][C:15]3[C:20]([N:21]=2)=[CH:19][C:18]([C:22]([O:24]C)=[O:23])=[CH:17][CH:16]=3)[CH:9]=[CH:10][CH:11]=1)([OH:5])=[O:4]>O.CO>[C:3]([C:6]1[CH:7]=[C:8]([C:12]2[C:13]([C:26]3[CH:31]=[CH:30][CH:29]=[CH:28][CH:27]=3)=[N:14][C:15]3[C:20]([N:21]=2)=[CH:19][C:18]([C:22]([OH:24])=[O:23])=[CH:17][CH:16]=3)[CH:9]=[CH:10][CH:11]=1)([OH:5])=[O:4] |f:0.1|. Procedure: A solution of NaOH (68.7 mg, 1.72 mmol, 5.00 equiv) in water (3 mL) was added dropwise with stirring to a solution of methyl 3-(3-carboxyphenyl)-2-phenylquinoxaline-6-carboxylate (131.9 mg, 0.33 mmol, 1.00 equiv. in methanol (10 mL). The resulting solution was stirred overnight at 50° C. in an oil bath. The mixture was concentrated by vacuum; the pH was adjusted to 3-4 with 1N hydrochloric acid, the solid precipitate was filtered and washed with ether, affording 60 mg (49%) of 3-(3-carboxyphenyl...